From a dataset of the Open Reaction Database (ORD), a public repository of structured organic reaction records. describe an organic reaction: reactants, conditions, products, and yield As a reaction SMILES: [NH2:1][C@H:2]([CH2:18][CH3:19])[CH2:3][N:4]1[CH:8]=[CH:7][C:6]([C:9]2[CH:16]=[CH:15][C:12]([C:13]#[N:14])=[C:11]([Cl:17])[CH:10]=2)=[N:5]1.[C:20]([C:23]1[CH:27]=[C:26]([C:28](O)=[O:29])[NH:25][N:24]=1)(=[O:22])[CH3:21].CCN(C(C)C)C(C)C.C1C=CC2N(O)N=NC=2C=1.CCN=C=NCCCN(C)C>C(Cl)Cl>[C:20]([C:23]1[CH:27]=[C:26]([C:28]([NH:1][C@H:2]([CH2:18][CH3:19])[CH2:3][N:4]2[CH:8]=[CH:7][C:6]([C:9]3[CH:16]=[CH:15][C:12]([C:13]#[N:14])=[C:11]([Cl:17])[CH:10]=3)=[N:5]2)=[O:29])[NH:25][N:24]=1)(=[O:22])[CH3:21]. Product: C(C)(=O)C1=NNC(=C1)C(=O)N[C@@H](CN1N=C(C=C1)C1=CC(=C(C=C1)C#N)Cl)CC ((R)-3-acetyl-N-(1-(3-(3-chloro-4-cyanophenyl)-1H-pyrazol-1-yl)butan-2-yl)-1H-pyrazole-5-carboxamide). Reported procedure: The compound was prepared using the method of Example 34(d). The reaction was conducted in 4 ml of DCM at RT overnight using (R)-4-(1-(2-aminobutyl)-1H-pyrazol-3-yl)-2-chlorobenzonitrile (0.249 g; 0.91 mmol), 3-acetyl-1H-pyrazole-5-carboxylic acid (0.140 g; 0.91 mmol), 0.24 ml of DIPEA, HOBt (0.184 g; 1.36 mmol) and EDCI (0.261 g; 1.36 mmol) as starting materials. Purification was done by EtOH trituration. 1H-NMR (400 MHz; d6-DMSO): δ 0.90 (t, 3H), 1.42-1.67 (m, 2H), 2.51 (s, 3H), 4.19-4.42 (m, ... Reactants: N[C@@H](CN1N=C(C=C1)C1=CC(=C(C#N)C=C1)Cl)CC ((R)-4-(1-(2-aminobutyl)-1H-pyrazol-3-yl)-2-chlorobenzonitrile), C=1C=CC2=C(C1)N=NN2O (HOBt), CCN=C=NCCCN(C)C (EDCI), C(C)(=O)C1=NNC(=C1)C(=O)O (3-acetyl-1H-pyrazole-5-carboxylic acid), CCN(C(C)C)C(C)C (DIPEA). The solvent is C(Cl)Cl (DCM). Starting materials: C(C)(=O)[O-].[Na+] (Sodium acetate), NOS(=O)(=O)O (hydroxylamine-O-sulfonic acid), S(=O)=O (sulfur dioxide), C([O-])(O)=O.[Na+] (sodium bicarbonate), ClC1=CC=2C(CN(S(C2S1)(=O)=O)C1=CC=C(C=C1)CCO[Si](C1=CC=CC=C1)(C1=CC=CC=C1)C(C)(C)C)O (6-Chloro-3,4-dihydro-2-[4-[2-(t-butyldiphenylsiloxy)ethyl]phenyl]-4-hydroxy-2H-thieno[3,2-e]-1,2-thiazine 1,1-dioxide), C(CCC)[Li] (n-butyllithium), solution, C1CCOC1 (THF). Run at temperature -78 celsius, time 40 minute. The product is COCCCN1S(C2=C(CC1C)C=C(S2)S(=O)(=O)N)(=O)=O (3,4-Dihydro-2-(3-methoxypropyl)-3-methyl-2H-thieno[3,2-e]-1,2-thiazine-6-sulfonamide 1,1-dioxide). Reaction SMILES: Cl[C:2]1[S:10][C:9]2[S:8](=[O:12])(=[O:11])[N:7](C3C=CC(CCO[Si](C(C)(C)C)(C4C=CC=CC=4)C4C=CC=CC=4)=CC=3)CC(O)[C:4]=2[CH:3]=1.[CH2:40]([Li])[CH2:41][CH2:42]C.[S:45](=[O:47])=[O:46].C([O-])(=O)C.[Na+].[NH2:53]OS(O)(=O)=O.C(=O)(O)[O-].[Na+].[CH2:64]1[CH2:68][O:67][CH2:66][CH2:65]1>>[CH3:68][O:67][CH2:66][CH2:65][CH2:64][N:53]1[CH:41]([CH3:42])[CH2:40][C:3]2[CH:4]=[C:9]([S:8]([NH2:7])(=[O:11])=[O:12])[S:10][C:2]=2[S:45]1(=[O:47])=[O:46] |f:3.4,6.7|. Procedure: To a solution of the product from Step C (890 mg. 3.23 mmol) in THF (8 mL) at -78° C. was added n-butyllithium (2.0 mL of a 2.5M solution, 4.85 mmol). This mixture was stirred at -78° C. for 40 min and sulfur dioxide was added until the solution maintained a pH of 3. The reaction mixture was warmed to room temperature, stirred for 30 mn, and evaporated to a residue which was dissolved in water (20 mL). Sodium acetate (795 mg, 9.69 mmol) and hydroxylamine-O-sulfonic acid (1.0 g, 9.69 mmol) were a... The reactants are FC1=C(C=C(C=C1)B(O)O)OC1=CC=CC=C1 (4-fluoro-3-phenoxybenzeneboronic acid), BrCC(=CC(C)(C)C1=CC=C(C=C1)Cl)F (1-bromo-4-(p-chlorophenyl)-2-fluoro-4-methyl-2-pentene), C([O-])([O-])=O.[K+].[K+] (potassium carbonate). The reagents and catalysts are C=1C=CC(=CC1)/C=C/C(=O)/C=C/C2=CC=CC=C2.C=1C=CC(=CC1)/C=C/C(=O)/C=C/C2=CC=CC=C2.[Pd] (bis(dibenzylideneacetone)palladium(0)). Run in C(C)O (ethanol), C1(=CC=CC=C1)C (toluene). Yields the product ethyl acetate hexanes, ClC1=CC=C(C=C1)C(C=C(CC1=CC(=C(C=C1)F)OC1=CC=CC=C1)F)(C)C (4-(p-Chlorophenyl)-2-fluoro-1-(4-fluoro-3-phenoxyphenyl)-4-methyl-2-pentene). Yield: 91.0%. RXN SMILES: Br[CH2:2][C:3]([F:15])=[CH:4][C:5]([C:8]1[CH:13]=[CH:12][C:11]([Cl:14])=[CH:10][CH:9]=1)([CH3:7])[CH3:6].C(=O)([O-])[O-].[K+].[K+].[F:22][C:23]1[CH:28]=[CH:27][C:26](B(O)O)=[CH:25][C:24]=1[O:32][C:33]1[CH:38]=[CH:37][CH:36]=[CH:35][CH:34]=1>C1(C)C=CC=CC=1.C(O)C.C1C=CC(/C=C/C(/C=C/C2C=CC=CC=2)=O)=CC=1.C1C=CC(/C=C/C(/C=C/C2C=CC=CC=2)=O)=CC=1.[Pd]>[Cl:14][C:11]1[CH:12]=[CH:13][C:8]([C:5]([CH3:7])([CH3:6])[CH:4]=[C:3]([F:15])[CH2:2][C:26]2[CH:27]=[CH:28][C:23]([F:22])=[C:24]([O:32][C:33]3[CH:38]=[CH:37][CH:36]=[CH:35][CH:34]=3)[CH:25]=2)=[CH:9][CH:10]=1 |f:1.2.3,7.8.9|. Reported procedure: Under a nitrogen atmosphere, a mixture of 1-bromo-4-(p-chlorophenyl)-2-fluoro-4-methyl-2-pentene, (Z)- (320.8 mg, 1.1 mmol), bis(dibenzylideneacetone)palladium(0) (Pd(dba)2, 31.6 mg, 0.055 mmol) in toluene (8 mL) is treated with potassium carbonate (608 mg, 4.4 mmol), degassed, treated with a solution of 4-fluoro-3-phenoxybenzeneboronic acid (331.8 mg, 1.43 mmol) in ethanol (2 mL), refluxed for 45 minutes, cooled to room temperature, and filtered through diatomaceous earth. The filtrate is dilut... Reactants: Cc1cc(OCc2ccccc2)cc2c1ccn2CC(=O)OC(C)(C)C, CCO. Yields the product Cc1cc(O)cc2c1ccn2CC(=O)OC(C)(C)C. RXN SMILES: [C:1]([CH3:2])([CH3:3])([CH3:4])[O:5][C:6]([CH2:7][n:8]1[cH:9][cH:10][c:11]2[c:12]([CH3:25])[cH:13][c:14]([O:17][CH2:18][c:19]3[cH:20][cH:21][cH:22][cH:23][cH:24]3)[cH:15][c:16]12)=[O:26].[CH3:27][CH2:28][OH:29]>>[C:1]([CH3:2])([CH3:3])([CH3:4])[O:5][C:6]([CH2:7][n:8]1[cH:9][cH:10][c:11]2[c:12]([CH3:25])[cH:13][c:14]([OH:17])[cH:15][c:16]12)=[O:26]. Run in C1CCOC1 (THF). As a reaction SMILES: Cl[C:2]1[N:10]=[C:9]([Cl:11])[CH:8]=[CH:7][C:3]=1[C:4]([NH2:6])=[O:5].[CH2:12]([N:14]([CH2:22][CH3:23])[C:15]1[CH:20]=[CH:19][C:18]([NH2:21])=[CH:17][CH:16]=1)[CH3:13].C[Si]([N-][Si](C)(C)C)(C)C.[Li+]>C1COCC1>[Cl:11][C:9]1[CH:8]=[CH:7][C:3]([C:4]([NH2:6])=[O:5])=[C:2]([NH:21][C:18]2[CH:17]=[CH:16][C:15]([N:14]([CH2:22][CH3:23])[CH2:12][CH3:13])=[CH:20][CH:19]=2)[N:10]=1 |f:2.3|. Procedure details: To a mixture of 2,6-dichloronicotinamide (1 g, 5.24 mmol) and N1,N1-diethylbenzene-1,4-diamine (2.150 g, 13.09 mmol) in THF (50 mL) was added lithium bis(trimethylsilyl)amide (26.2 mL, 26.2 mmol) drop-wise at first then portion-wise at −78° C. The reaction mixture was stirred at rt for 30 min. The ice bath was removed and the reaction mixture was stirred at rt overnight. The reaction mixture was diluted with water, extracted twice with ethyl acetate, and the combined organic layers were washed w... Reactants: ClC1=C(C(=O)N)C=CC(=N1)Cl (2,6-dichloronicotinamide), C(C)N(C1=CC=C(C=C1)N)CC (N1,N1-diethylbenzene-1,4-diamine), C[Si](C)(C)[N-][Si](C)(C)C.[Li+] (lithium bis(trimethylsilyl)amide). Yields the product ClC1=NC(=C(C(=O)N)C=C1)NC1=CC=C(C=C1)N(CC)CC (6-chloro-2-(4-(diethylamino)phenylamino)nicotinamide). Reaction conditions: time 30 minute. Reactants: [Li]CCCC, CC(C)=O, [C-]#[N+]C1C(=O)N2C1CCOC2(C)C, CC(=O)O, CCCCCC, C1CCOC1. The product is [C-]#[N+]C1(C(C)(C)O)C(=O)N2C1CCOC2(C)C. Reaction SMILES: [CH2:14]([Li:15])[CH2:16][CH2:17][CH3:18].[CH3:19][C:20]([CH3:21])=[O:22].[CH3:1][C:2]1([CH3:13])[N:3]2[C:4](=[O:12])[CH:5]([N+:10]#[C-:11])[CH:6]2[CH2:7][CH2:8][O:9]1.[CH3:23][C:24](=[O:25])[OH:26].[CH3:32][CH2:33][CH2:34][CH2:35][CH2:36][CH3:37].[O:27]1[CH2:28][CH2:29][CH2:30][CH2:31]1>>[CH3:1][C:2]1([CH3:13])[N:3]2[C:4](=[O:12])[C:5]([N+:10]#[C-:11])([C:20]([CH3:19])([CH3:21])[OH:22])[CH:6]2[CH2:7][CH2:8][O:9]1. The reactants are O=Cc1ccc([N+](=O)[O-])c(Br)c1, CC(=O)O[BH-](OC(C)=O)OC(C)=O, CN1CCNCC1, CC(=O)O, Cc1ccccc1, [Na+]. The product is CN1CCN(Cc2ccc([N+](=O)[O-])c(Br)c2)CC1. RXN SMILES: [Br:8][c:9]1[cH:10][c:11]([CH:12]=[O:13])[cH:14][cH:15][c:16]1[N+:17](=[O:18])[O-:19].[C:24]([O:25][BH-:26]([O:27][C:28](=[O:29])[CH3:30])[O:31][C:32](=[O:33])[CH3:34])(=[O:35])[CH3:36].[CH3:1][N:2]1[CH2:3][CH2:4][NH:5][CH2:6][CH2:7]1.[CH3:20][C:21](=[O:22])[OH:23].[CH3:38][c:39]1[cH:40][cH:41][cH:42][cH:43][cH:44]1.[Na+:37]>>[CH3:1][N:2]1[CH2:3][CH2:4][N:5]([CH2:12][c:11]2[cH:10][c:9]([Br:8])[c:16]([N+:17](=[O:18])[O-:19])[cH:15][cH:14]2)[CH2:6][CH2:7]1.